This data is from the Open Reaction Database (ORD), a public repository of structured organic reaction records. The task is: describe an organic reaction: reactants, conditions, products, and yield Reactants: Cl (hydrogen chloride), NC=1SC=C(N1)/C(/C(=O)N[C@H]1[C@@H]2N(C(=C(CS2)SCC=2C=NNC2)C(=O)OC(C)OC(=O)OC2CCCCC2)C1=O)=N/O (1-(cyclohexyloxycarbonyloxy)ethyl 7β-[2-(2-aminothiazol-4-yl)-2-(Z)-(hydroxyimino)acetamido]-3-[(pyrazol-4-yl)methylthio]-3-cephem-4-carboxylate). Run in C(C)(=O)OCC (ethyl acetate), C(C)(=O)OCC (ethyl acetate), C1CCOC1 (THF). Conditions: time 10 minute. The product is Cl.Cl.NC=1SC=C(N1)/C(/C(=O)N[C@H]1[C@@H]2N(C(=C(CS2)SCC=2C=NNC2)C(=O)OC(C)OC(=O)OC2CCCCC2)C1=O)=N/O (1-(cyclohexyloxy-carbonyloxy)ethyl 7β-[2-(2-aminothiazol-4-yl)-2-(Z)-(hydroxyimino)acetamido]-3-[(pyrazol-4-yl)methylthio]-3-cephem-4-carboxylate dihydrochloride). Reaction SMILES: [NH2:1][C:2]1[S:3][CH:4]=[C:5](/[C:7](=[N:42]/[OH:43])/[C:8]([NH:10][C@@H:11]2[C:40](=[O:41])[N:13]3[C:14]([C:25]([O:27][CH:28]([O:30][C:31]([O:33][CH:34]4[CH2:39][CH2:38][CH2:37][CH2:36][CH2:35]4)=[O:32])[CH3:29])=[O:26])=[C:15]([S:18][CH2:19][C:20]4[CH:21]=[N:22][NH:23][CH:24]=4)[CH2:16][S:17][C@H:12]23)=[O:9])[N:6]=1.[ClH:44]>C(OCC)(=O)C.C1COCC1>[ClH:44].[ClH:44].[NH2:1][C:2]1[S:3][CH:4]=[C:5](/[C:7](=[N:42]/[OH:43])/[C:8]([NH:10][C@@H:11]2[C:40](=[O:41])[N:13]3[C:14]([C:25]([O:27][CH:28]([O:30][C:31]([O:33][CH:34]4[CH2:39][CH2:38][CH2:37][CH2:36][CH2:35]4)=[O:32])[CH3:29])=[O:26])=[C:15]([S:18][CH2:19][C:20]4[CH:24]=[N:23][NH:22][CH:21]=4)[CH2:16][S:17][C@H:12]23)=[O:9])[N:6]=1 |f:4.5.6|. Procedure: To a solution of 1-(cyclohexyloxycarbonyloxy)ethyl 7β-[2-(2-aminothiazol-4-yl)-2-(Z)-(hydroxyimino)acetamido]-3-[(pyrazol-4-yl)methylthio]-3-cephem-4-carboxylate (166 mg) in a mixture of ethyl acetate (5 ml) and THF (5 ml) was added 4N hydrogen chloride in ethyl acetate (0.127 ml) under ice-cooling. The mixture was stirred at the same temperature for 10 minutes, and then the resulting precipitates was collected by filtration to give 1-(cyclohexyloxy-carbonyloxy)ethyl 7β-[2-(2-aminothiazol-4-yl)-... The reactants are C1(=CC=CC=C1)C1=CC=2CC3=CC(=C(C=C3C2C=C1C(C)(C)C)C(C)(C)C)C1=CC=CC=C1 (2,7-diphenyl-3,6-ditert-butyl-fluorene), C1(CCCCC1)C1=CC=CC1=C (cyclohexylfulvene), Cl (hydrochloric acid), Example 1-1 ( ii ), CCCCCC (hexane). The solvent is O1CCCC1 (tetrahydrofuran), C(C)OCC (diethyl ether), O1CCCC1 (tetrahydrofuran). Conditions: temperature -78 celsius. Product: C1(CCCCC1)=C1C(=C(C(=C2C=C3C=C(C(=CC3=C12)C(C)(C)C)C1=CC=CC=C1)C1C=CC=C1)C1=CC=CC=C1)C(C)(C)C (cyclohexylidene(cyclopentadienyl)(2,7-diphenyl-3,6-ditert-butylfluorene)). The yield is 64.0%. Reaction SMILES: [C:1]1([C:7]2[C:19]([C:20]([CH3:23])([CH3:22])[CH3:21])=[CH:18][C:17]3[C:16]4[C:11](=[CH:12][C:13]([C:28]5[CH:33]=[CH:32][CH:31]=[CH:30][CH:29]=5)=[C:14]([C:24]([CH3:27])([CH3:26])[CH3:25])[CH:15]=4)[CH2:10][C:9]=3[CH:8]=2)[CH:6]=[CH:5][CH:4]=[CH:3][CH:2]=1.[CH3:34][CH2:35][CH2:36][CH2:37][CH2:38][CH3:39].C1([C:46]2[C:50](=C)[CH:49]=[CH:48][CH:47]=2)CCCCC1.Cl>O1CCCC1.C(OCC)C>[C:36]1(=[C:15]2[C:16]3[C:11]([CH:10]=[C:9]4[C:17]=3[CH:18]=[C:19]([C:20]([CH3:21])([CH3:22])[CH3:23])[C:7]([C:1]3[CH:6]=[CH:5][CH:4]=[CH:3][CH:2]=3)=[CH:8]4)=[C:12]([CH:49]3[CH:48]=[CH:47][CH:46]=[CH:50]3)[C:13]([C:28]3[CH:29]=[CH:30][CH:31]=[CH:32][CH:33]=3)=[C:14]2[C:24]([CH3:26])([CH3:27])[CH3:25])[CH2:35][CH2:34][CH2:39][CH2:38][CH2:37]1. Procedure: Under a nitrogen atmosphere, 30 mL of dehydrated tetrahydrofuran was added to 1.14 g (2.65 mmol) of 2,7-diphenyl-3,6-ditert-butyl-fluorene synthesized in Synthesis Example 1-1 (ii), and the mixture was stirred. This solution was cooled in an ice bath, and 1.90 mL (2.96 mmol) of a 1.56 mol/L hexane solution n-butyllithium was added. The mixture was stirred at room temperature for 2 hours. The resulting dark red solution was cooled to −78° C. in a dry ice/methanol bath, and a solution prepared by ... The reactants are ClC1=NC=CC2=CC=CC=C12 (1-Chloroisoquinoline), NC=1C(=CC=CC1)C (o-toluidine), C(C)OCC (diethyl ether). The solvent is O1CCOCC1 (dioxan). The product is Cl.CC1=C(C=CC=C1)NC1=NC=CC2=CC=CC=C12 (1-[(2-Methylphenyl)amino]isoquinoline hydrochloride). RXN SMILES: [Cl:1][C:2]1[C:11]2[C:6](=[CH:7][CH:8]=[CH:9][CH:10]=2)[CH:5]=[CH:4][N:3]=1.[NH2:12][C:13]1[C:14]([CH3:19])=[CH:15][CH:16]=[CH:17][CH:18]=1.C(OCC)C>O1CCOCC1>[ClH:1].[CH3:19][C:14]1[CH:15]=[CH:16][CH:17]=[CH:18][C:13]=1[NH:12][C:2]1[C:11]2[C:6](=[CH:7][CH:8]=[CH:9][CH:10]=2)[CH:5]=[CH:4][N:3]=1 |f:4.5|. Procedure: 1-Chloroisoquinoline (J. O. C. (1958), 23, 1071) (1.64 g, 0.01 mol) and o-toluidine (1.07 g, 0.01 mol) were heated together at reflux temperature in dry dioxan (20 ml) for 18 hours. After this time a light brown oil had precipitated in the hot solution. After cooling the mixture was evaporated to dryness to give an off-white, sticky solid. This was treated with diethyl ether (50 ml), collected, washed with ether and dried to give a white solid (2.07 g). This solid was crystallised from ethanol/ ...